From a dataset of the Open Reaction Database (ORD), a public repository of structured organic reaction records. describe an organic reaction: reactants, conditions, products, and yield The reactants are O=C([O-])[O-], CCCC(=O)Cl, Cc1ccccc1, [Cs+], [Cs+], Cc1ccc(B(O)O)cc1, c1ccc(P(c2ccccc2)(c2ccccc2)[Pd](P(c2ccccc2)(c2ccccc2)c2ccccc2)(P(c2ccccc2)(c2ccccc2)c2ccccc2)P(c2ccccc2)(c2ccccc2)c2ccccc2)cc1. Yields the product CCCC(=O)c1ccc(C)cc1. As a reaction SMILES: [C:11](=[O:12])([O-:13])[O-:14].[C:17]([CH2:18][CH2:19][CH3:20])(=[O:21])[Cl:22].[CH3:23][c:24]1[cH:25][cH:26][cH:27][cH:28][cH:29]1.[Cs+:15].[Cs+:16].[c:1]1([CH3:10])[cH:2][cH:3][c:4]([B:7]([OH:8])[OH:9])[cH:5][cH:6]1.[cH:30]1[cH:31][cH:32][c:33]([P:34]([Pd:35]([P:36]([c:37]2[cH:38][cH:39][cH:40][cH:41][cH:42]2)([c:43]2[cH:44][cH:45][cH:46][cH:47][cH:48]2)[c:49]2[cH:50][cH:51][cH:52][cH:53][cH:54]2)([P:55]([c:56]2[cH:57][cH:58][cH:59][cH:60][cH:61]2)([c:62]2[cH:63][cH:64][cH:65][cH:66][cH:67]2)[c:68]2[cH:69][cH:70][cH:71][cH:72][cH:73]2)[P:74]([c:75]2[cH:76][cH:77][cH:78][cH:79][cH:80]2)([c:81]2[cH:82][cH:83][cH:84][cH:85][cH:86]2)[c:87]2[cH:88][cH:89][cH:90][cH:91][cH:92]2)([c:93]2[cH:94][cH:95][cH:96][cH:97][cH:98]2)[c:99]2[cH:100][cH:101][cH:102][cH:103][cH:104]2)[cH:105][cH:106]1>>[c:1]1([CH3:10])[cH:2][cH:3][c:4]([C:17]([CH2:18][CH2:19][CH3:20])=[O:21])[cH:5][cH:6]1. Reaction SMILES: [Br:16][CH2:17][CH2:18][CH2:19][CH2:20][Br:21].[CH2:29]([N+:30]([CH2:31][CH2:32][CH2:33][CH3:34])([CH2:35][CH2:36][CH2:37][CH3:38])[CH2:39][CH2:40][CH2:41][CH3:42])[CH2:43][CH2:44][CH3:45].[Na+:23].[O:1]1[CH2:2][CH2:3][N:4]([c:7]2[cH:8][cH:9][c:10]([CH2:13][CH2:14][OH:15])[cH:11][cH:12]2)[CH2:5][CH2:6]1.[OH-:22].[OH2:46].[S:24](=[O:25])(=[O:26])([OH:27])[O-:28]>>[O:1]1[CH2:2][CH2:3][N:4]([c:7]2[cH:8][cH:9][c:10]([CH2:13][CH2:14][O:15][CH2:20][CH2:19][CH2:18][CH2:17][Br:16])[cH:11][cH:12]2)[CH2:5][CH2:6]1. Reactants: BrCCCCBr, CCCC[N+](CCCC)(CCCC)CCCC, [Na+], OCCc1ccc(N2CCOCC2)cc1, [OH-], O, O=S(=O)([O-])O. The product is BrCCCCOCCc1ccc(N2CCOCC2)cc1.